From a dataset of the Open Reaction Database (ORD), a public repository of structured organic reaction records. describe an organic reaction: reactants, conditions, products, and yield Product: COCC1(N)CCCC1. Starting materials: COCC1(NC(=O)OCc2ccccc2)CCCC1, CO. As a reaction SMILES: [CH2:1]([O:2][C:3](=[O:4])[NH:10][C:11]1([CH2:16][O:17][CH3:18])[CH2:12][CH2:13][CH2:14][CH2:15]1)[c:5]1[cH:6][cH:7][cH:8][cH:9][cH:19]1.[CH3:20][OH:21]>>[NH2:10][C:11]1([CH2:16][O:17][CH3:18])[CH2:12][CH2:13][CH2:14][CH2:15]1. Conditions: time 2 hour. Yields the product Cl.C(C)OC(=N)C=1CNC(=CC1)CC(C)(C)C (ethyl-1,2-dihydro-6-neopentyl-3-pyridine-carboximidate hydrochloride). The reactants are O=C1NC(=CC=C1C#N)CC(C)(C)C (1,2-dihydro-2-oxo-6-neopentyl-3-cyanopyridine), C(C)O (ethanol), Cl (hydrogen chloride). As a reaction SMILES: O=[C:2]1[C:7]([C:8]#[N:9])=[CH:6][CH:5]=[C:4]([CH2:10][C:11]([CH3:14])([CH3:13])[CH3:12])[NH:3]1.[ClH:15].[CH2:16]([OH:18])[CH3:17]>>[ClH:15].[CH2:16]([O:18][C:8]([C:7]1[CH2:2][NH:3][C:4]([CH2:10][C:11]([CH3:14])([CH3:13])[CH3:12])=[CH:5][CH:6]=1)=[NH:9])[CH3:17] |f:3.4|. Procedure details: A solution of 1,2-dihydro-2-oxo-6-neopentyl-3-cyanopyridine (8.8 g) and 400 ml of absolute ethanol is cooled in an ice bath and a slow stream of anhydrous hydrogen chloride is passed therethrough for 2 hr. The resulting solution is allowed to stand at ambient temperature for 3 days. Thereafter the solvent is evaporated under reduced pressure at ambient temperature, and the resulting material dissolved in warm trichloromethane. Acetone is added and following cooling the material is recovered by f... Reactants: Intermediate 220, FC(C(=O)O)(F)F.C1(CC1)CCOC=1NC(=C2N=C(N=C2N1)OC)N (2-[(2-cyclopropylethyl)oxy]-8-(methyloxy)-1H-purin-6-amine trifluoroacetate), BrCCCCC1CCOCC1 (4-(4-bromobutyl)tetrahydro-2H-pyran). Yields the product C1(CC1)CCOC1=NC(=C2N=C(N(C2=N1)CCCCC1CCOCC1)OC)N (2-[(2-Cyclopropylethyl)oxy]-8-(methyloxy)-9-[4-(tetrahydro-2H-Pyran-4-yl)butyl]-9H-purin-6-amine). As a reaction SMILES: FC(F)(F)C(O)=O.[CH:8]1([CH2:11][CH2:12][O:13][C:14]2[NH:15][C:16]([NH2:25])=[C:17]3[C:21]([N:22]=2)=[N:20][C:19]([O:23][CH3:24])=[N:18]3)[CH2:10][CH2:9]1.Br[CH2:27][CH2:28][CH2:29][CH2:30][CH:31]1[CH2:36][CH2:35][O:34][CH2:33][CH2:32]1>>[CH:8]1([CH2:11][CH2:12][O:13][C:14]2[N:22]=[C:21]3[C:17]([N:18]=[C:19]([O:23][CH3:24])[N:20]3[CH2:27][CH2:28][CH2:29][CH2:30][CH:31]3[CH2:36][CH2:35][O:34][CH2:33][CH2:32]3)=[C:16]([NH2:25])[N:15]=2)[CH2:10][CH2:9]1 |f:0.1|. Procedure: Prepared similarly to Intermediate 220 from 2-[(2-cyclopropylethyl)oxy]-8-(methyloxy)-1H-purin-6-amine trifluoroacetate and 4-(4-bromobutyl)tetrahydro-2H-pyran.